The task is: describe an organic reaction: reactants, conditions, products, and yield. This data is from the Open Reaction Database (ORD), a public repository of structured organic reaction records. Reactants: C(=O)(O)CCSC(CC(=O)O)C1=C(C=CC=C1)OCCCCCCC1=CC=CC=C1 (3-(2-Carboxyethylthio)-3-[2-(6-phenylhexyloxy)phenyl]propanoic acid), C(CCCCCCCCCCC)C1=C(C=CC=C1)/C=C/CCC(=O)OCC (Ethyl 5-(2-Dodecylphenyl)-E-4-pentenoate), FC(CCCCCCCCCCC[Mg]Br)(F)F (12,12,12-trifluorododecylmagnesium bromide), COC1=C(C=CC=C1)C=1OCC(N1)(C)C (2-(2-methoxyphenyl)-4,4-dimethyloxazoline). Solvent: O1CCCC1 (tetrahydrofuran). Yields the product FC(CCCCCCCCCCCC1=C(C=CC=C1)C=1OCC(N1)(C)C)(F)F (2-[2-(12,12,12-trifluorododecyl)phenyl]-4,4-dimethyloxazoline). RXN SMILES: C(CCSC(C1C=CC=CC=1OCCCCCCC1C=CC=CC=1)CC(O)=O)(O)=O.C(C1C=CC=CC=1/C=C/CCC(OCC)=O)CCCCCCCCCCC.[F:58][C:59]([F:74])([F:73])[CH2:60][CH2:61][CH2:62][CH2:63][CH2:64][CH2:65][CH2:66][CH2:67][CH2:68][CH2:69][CH2:70][Mg]Br.CO[C:77]1[CH:82]=[CH:81][CH:80]=[CH:79][C:78]=1[C:83]1[O:84][CH2:85][C:86]([CH3:89])([CH3:88])[N:87]=1>O1CCCC1>[F:58][C:59]([F:74])([F:73])[CH2:60][CH2:61][CH2:62][CH2:63][CH2:64][CH2:65][CH2:66][CH2:67][CH2:68][CH2:69][CH2:70][C:77]1[CH:82]=[CH:81][CH:80]=[CH:79][C:78]=1[C:83]1[O:84][CH2:85][C:86]([CH3:89])([CH3:88])[N:87]=1. Reported procedure: Following the procedures of Example 1(a), (b) and (c), 12,12,12-trifluorododecylmagnesium bromide (from 29.19 mmoles of 12,12,12-trifluorododecyl bromide and 25.71 mmoles of magnesium) was reacted with 2-(2-methoxyphenyl)-4,4-dimethyloxazoline (20.17 mmoles) in tetrahydrofuran to give 2-[2-(12,12,12-trifluorododecyl)phenyl]-4,4-dimethyloxazoline. The oxazoline (14.39 mmoles) was converted to the methiodide salt and then reduced with sodium borohydride (13.43 mmoles) to yield the desired product ... Starting materials: COC1=CC(=C(C=C1OC)C=1C=C2C=C(C(=CC2=CC1)OC)OC)[N+](=O)[O-] (6-(4,5-Dimethoxy-2-nitrophenyl)-2,3-dimethoxynaphthalene). Reagents/catalysts: [Pd] (palladium). Solvent: C(C)(=O)OCC (ethyl acetate), C(C)(=O)OCC (ethyl acetate), hexanes. Product: NC1=C(C=C(C(=C1)OC)OC)C=1C=C2C=C(C(=CC2=CC1)OC)OC (6-(2-Amino-4,5-dimethoxyphenyl)-2,3-dimethoxynaphthalene). Yield: 108.0%. As a reaction SMILES: [CH3:1][O:2][C:3]1[C:8]([O:9][CH3:10])=[CH:7][C:6]([C:11]2[CH:12]=[C:13]3[C:18](=[CH:19][CH:20]=2)[CH:17]=[C:16]([O:21][CH3:22])[C:15]([O:23][CH3:24])=[CH:14]3)=[C:5]([N+:25]([O-])=O)[CH:4]=1>C(OCC)(=O)C.[Pd]>[NH2:25][C:5]1[CH:4]=[C:3]([O:2][CH3:1])[C:8]([O:9][CH3:10])=[CH:7][C:6]=1[C:11]1[CH:12]=[C:13]2[C:18](=[CH:19][CH:20]=1)[CH:17]=[C:16]([O:21][CH3:22])[C:15]([O:23][CH3:24])=[CH:14]2. Procedure details: 6-(4,5-Dimethoxy-2-nitrophenyl)-2,3-dimethoxynaphthalene (12 mg, 0.03 mmol) was hydrogenated overnight in ethyl acetate (20 mL) at 40-45 lb./sq. in. under catalysis of palladium (10 wt % on activated carbon, 10 mg). The solution was passed through celite bed and the catalyst was washed with ethyl acetate (3×10 mL). Concentration in vacuo gave the crude product. Chromatography using 65:35 hexanes:ethyl acetate gave compound 18 (11 mg) in nearly 100% yield; 1H NMR (CDCl3) d 3.84(3H, s), 3.89(3H, s... Reactants: NC1=C(C(=O)O)C(=CC=C1)OC (2-amino-6-methoxy-benzoic acid), [H-].[H-].[H-].[H-].[Li+].[Al+3] (LiAlH4). Run in C1CCOC1 (THF), C1CCOC1 (THF). Conditions: temperature 0 celsius. Product: NC1=C(C(=CC=C1)OC)CO ((2-Amino-6-methoxy-phenyl)-methanol). Reaction SMILES: [H-].[H-].[H-].[H-].[Li+].[Al+3].[NH2:7][C:8]1[CH:16]=[CH:15][CH:14]=[C:13]([O:17][CH3:18])[C:9]=1[C:10](O)=[O:11]>C1COCC1>[NH2:7][C:8]1[CH:16]=[CH:15][CH:14]=[C:13]([O:17][CH3:18])[C:9]=1[CH2:10][OH:11] |f:0.1.2.3.4.5|. Reported procedure: A mixture of LiAlH4 (6.826 g, 0.018 mol) and THF (300 mL) is stirred at 0° C. 2-amino-6-methoxy-benzoic acid (15 g, 0.09 mol) in THF (150 mL) is added to the reaction mixture. The mixture is stirred at room temperature for 3 h. The reaction is quenched by the addition of water. 250 mL of 10% NaOH solution is then added and extracted from water with ethylacetate to give the desired product. The reactants are Cc1ccccc1, Cl, O=C1OC(=O)c2ccccc21, NCc1cccs1. Yields the product O=C1c2ccccc2C(=O)N1Cc1cccs1. RXN SMILES: [CH3:20][c:21]1[cH:22][cH:23][cH:24][cH:25][cH:26]1.[ClH:19].[O:1]=[C:2]1[O:3][C:4](=[O:5])[c:6]2[cH:7][cH:8][cH:9][cH:10][c:11]21.[s:12]1[c:13]([CH2:17][NH2:18])[cH:14][cH:15][cH:16]1>>[C:2]1(=[O:3])[c:11]2[c:6]([cH:7][cH:8][cH:9][cH:10]2)[C:4](=[O:5])[N:18]1[CH2:17][c:13]1[s:12][cH:16][cH:15][cH:14]1.